This data is from the Open Reaction Database (ORD), a public repository of structured organic reaction records. The task is: describe an organic reaction: reactants, conditions, products, and yield Reactants: O=C([O-])[O-], COC(=O)CBr, Cc1ncc[nH]1, [K+], [K+], CN(C)C=O. Yields the product COC(=O)Cn1ccnc1C. As a reaction SMILES: [C:13](=[O:14])([O-:15])[O-:16].[CH3:1][O:2][C:3]([CH2:4][Br:5])=[O:6].[CH3:7][c:8]1[nH:9][cH:10][cH:11][n:12]1.[K+:17].[K+:18].[O:19]=[CH:20][N:21]([CH3:22])[CH3:23]>>[CH3:1][O:2][C:3]([CH2:4][n:9]1[c:8]([CH3:7])[n:12][cH:11][cH:10]1)=[O:6]. The reactants are CI, CN(C)C=O, [H-], [Na+], CCC(NC(=O)C(F)(F)F)C(=O)NCCCc1cc2ccccc2[nH]1. The product is CCC(NC(=O)C(F)(F)F)C(=O)NCCCc1cc2ccccc2n1C. Reaction SMILES: [CH3:28][I:29].[CH3:30][N:31]([CH3:32])[CH:33]=[O:34].[H-:26].[Na+:27].[nH:1]1[c:2]([CH2:10][CH2:11][CH2:12][NH:13][C:14]([CH:15]([CH2:16][CH3:17])[NH:18][C:19]([C:20]([F:21])([F:22])[F:23])=[O:24])=[O:25])[cH:3][c:4]2[cH:5][cH:6][cH:7][cH:8][c:9]12>>[n:1]1([CH3:28])[c:2]([CH2:10][CH2:11][CH2:12][NH:13][C:14]([CH:15]([CH2:16][CH3:17])[NH:18][C:19]([C:20]([F:21])([F:22])[F:23])=[O:24])=[O:25])[cH:3][c:4]2[cH:5][cH:6][cH:7][cH:8][c:9]12.